From a dataset of the Open Reaction Database (ORD), a public repository of structured organic reaction records. describe an organic reaction: reactants, conditions, products, and yield Reactants: C(=O)C1=CC(=C(OCC(=O)OCC)C=C1)C (ethyl (4-formyl-2-methylphenoxy)acetate), C(CCC)N (n-butylamine), [BH4-].[Na+] (sodium borohydride), resultant mixture. Solvent: CO (methanol). Conditions: time 30 minute. The product is C(CCC)NCC1=CC(=C(OCC(=O)OC)C=C1)C (Methyl {4-[(butylamino)methyl]-2-methylphenoxy}acetate). Isolated yield 83.6%. As a reaction SMILES: [CH:1]([C:3]1[CH:15]=[CH:14][C:6]([O:7][CH2:8][C:9]([O:11][CH2:12]C)=[O:10])=[C:5]([CH3:16])[CH:4]=1)=O.[CH2:17]([NH2:21])[CH2:18][CH2:19][CH3:20].[BH4-].[Na+]>CO>[CH2:17]([NH:21][CH2:1][C:3]1[CH:15]=[CH:14][C:6]([O:7][CH2:8][C:9]([O:11][CH3:12])=[O:10])=[C:5]([CH3:16])[CH:4]=1)[CH2:18][CH2:19][CH3:20] |f:2.3|. Procedure details: To a solution of ethyl (4-formyl-2-methylphenoxy)acetate (0.65 g, 2.93 mmol) in anyhdrous methanol (12 mL) under nitrogen was added n-butylamine (0.3 mL, 3.07 mmol) and the resultant mixture stirred for 18 h at room temperature, prior to portion wise addition of sodium borohydride (0.144 g, 3.8 mmol). After 30 minutes stirring at room temperature the reaction was quenched by cautious addition of sat. sodium bicarbonate aq. and then extracted into ethyl acetate (2×40 mL). The organic solution was... Starting materials: O=C([O-])[O-], CC#CCOc1cc(Cl)ncn1, CC1(C)CCCNC1, CC#N, [Cl-], Cl, [K+], [K+], [NH4+]. The product is CC#CCOc1cc(N2CCCC(C)(C)C2)ncn1. Reaction SMILES: [C:13](=[O:14])([O-:15])[O-:16].[CH2:1]([C:2]#[C:3][CH3:4])[O:5][c:6]1[n:7][cH:8][n:9][c:10]([Cl:12])[cH:11]1.[CH3:20][C:21]1([CH3:27])[CH2:22][NH:23][CH2:24][CH2:25][CH2:26]1.[CH3:30][C:31]#[N:32].[Cl-:28].[ClH:19].[K+:17].[K+:18].[NH4+:29]>>[CH2:1]([C:2]#[C:3][CH3:4])[O:5][c:6]1[n:7][cH:8][n:9][c:10]([N:23]2[CH2:22][C:21]([CH3:20])([CH3:27])[CH2:26][CH2:25][CH2:24]2)[cH:11]1.